From a dataset of the Open Reaction Database (ORD), a public repository of structured organic reaction records. describe an organic reaction: reactants, conditions, products, and yield The reactants are [Sn](Cl)Cl (Tin (II) chloride), C(C1=CC=CC=C1)N[C@H](C(=O)N1CCN(CC1)C1=C(C=CC=C1)[N+](=O)[O-])COCC1=CC(=C(C=C1)Cl)Cl ((S)-1-[2-benzylamino-3-(3,4-dichlorobenzyloxy)propionyl]-4-(2-nitrophenyl)piperazine). Run in C(C)O (ethanol). Run at temperature 70 celsius, time 1 hour. Yields the product C(C1=CC=CC=C1)N[C@H](C(=O)N1CCN(CC1)C1=C(C=CC=C1)N)COCC1=CC(=C(C=C1)Cl)Cl ((S)-1-[2-benzylamino-3-(3,4-dichlorobenzyloxy)propionyl]-4-(2-aminophenyl)piperazine). As a reaction SMILES: [Sn](Cl)Cl.[CH2:4]([NH:11][C@@H:12]([CH2:30][O:31][CH2:32][C:33]1[CH:38]=[CH:37][C:36]([Cl:39])=[C:35]([Cl:40])[CH:34]=1)[C:13]([N:15]1[CH2:20][CH2:19][N:18]([C:21]2[CH:26]=[CH:25][CH:24]=[CH:23][C:22]=2[N+:27]([O-])=O)[CH2:17][CH2:16]1)=[O:14])[C:5]1[CH:10]=[CH:9][CH:8]=[CH:7][CH:6]=1>C(O)C>[CH2:4]([NH:11][C@@H:12]([CH2:30][O:31][CH2:32][C:33]1[CH:38]=[CH:37][C:36]([Cl:39])=[C:35]([Cl:40])[CH:34]=1)[C:13]([N:15]1[CH2:20][CH2:19][N:18]([C:21]2[CH:26]=[CH:25][CH:24]=[CH:23][C:22]=2[NH2:27])[CH2:17][CH2:16]1)=[O:14])[C:5]1[CH:10]=[CH:9][CH:8]=[CH:7][CH:6]=1. Procedure: Tin (II) chloride (1.79 g, 9.45 mmol) was added to a solution of (S)-1-[2-benzylamino-3-(3,4-dichlorobenzyloxy)propionyl]-4-(2-nitrophenyl)piperazine (1.03 g, 1.89 mmol) in ethanol (15 mL) and the mixture was stirred at 70° C. for 1 h. The solvent was evaporated under reduced pressure and the residue was diluted with ethyl acetate and washed with aqueous sodium hydroxide (2M, 3 x). The organic layer was dried (MgSO4) and the solvent was evaporated under reduced pressure. The residue was purified...